Dataset: the Open Reaction Database (ORD), a public repository of structured organic reaction records. Task: describe an organic reaction: reactants, conditions, products, and yield Reactants: CC1=C(C#N)C=C(C(=C1)[N+](=O)[O-])C (2,5-Dimethyl-4-nitrobenzonitrile). The reagents and catalysts are [Pd] (Pd on carbon). Run in C(C)O (ethanol). Reaction conditions: time 3 hour. The product is NC1=CC(=C(C#N)C=C1C)C (4-Amino-2,5-dimethylbenzonitrile). Isolated yield 84.3%. As a reaction SMILES: [CH3:1][C:2]1[CH:9]=[C:8]([N+:10]([O-])=O)[C:7]([CH3:13])=[CH:6][C:3]=1[C:4]#[N:5]>C(O)C.[Pd]>[NH2:10][C:8]1[C:7]([CH3:13])=[CH:6][C:3]([C:4]#[N:5])=[C:2]([CH3:1])[CH:9]=1. Procedure details: 2,5-Dimethyl-4-nitrobenzonitrile (500 mg, 2.84 mmol; purchased from Salor) was dissolved in ethanol (20 ml), treated with 10% Pd on carbon catalyst (50 mg) and stirred under a hydrogen atmosphere (10 psi, room temperature, 3 hr). The catalyst was removed by filtration and the solvent evaporated to dryness. The resultant mixture was dissolved in CH2Cl2 and washed with HCl (2N, 4×15 ml), aqueous layer was treated with NaHCO3 then extracted repeatedly with CH2Cl2. Solvent was evaporated from the or...